From a dataset of the Open Reaction Database (ORD), a public repository of structured organic reaction records. describe an organic reaction: reactants, conditions, products, and yield The reactants are C(C1=CC=CC=C1)ON1[C@@H]2CC[C@H](N(C1=O)C2)C(=O)O ((2S,5R)-6-(benzyloxy)-7-oxo-1,6-diazabicyclo[3.2.1]octane-2-carboxylic acid), NO[C@@H]1CC(NC1)=O ((4R)-4-(aminooxy)pyrrolidin-2-one), ON1N=NC2=C1C=CC=C2 (1-hydroxybenzotriazole), Cl.C(C)N=C=NCCCN(C)C (1-ethyl-(3-dimethylaminopropyl)carbodiimide hydrochloride). The reagents and catalysts are CN(C1=CC=NC=C1)C (4-dimethylaminopyridine). The solvent is C(Cl)Cl (DCM). Reaction conditions: time 8 hour. The product is C(C1=CC=CC=C1)ON1[C@@H]2CC[C@H](N(C1=O)C2)C(=O)NO[C@H]2CNC(C2)=O ((2S,5R)-6-(benzyloxy)-7-oxo-N-{[(3R)-5-oxopyrrolidin-3-yl]oxy}-1,6-diazabicyclo[3.2.1]octane-2-carboxamide). The yield is 81.6%. Reaction SMILES: [CH2:1]([O:8][N:9]1[C:15](=[O:16])[N:14]2[CH2:17][C@H:10]1[CH2:11][CH2:12][C@H:13]2[C:18]([OH:20])=O)[C:2]1[CH:7]=[CH:6][CH:5]=[CH:4][CH:3]=1.[NH2:21][O:22][C@H:23]1[CH2:27][NH:26][C:25](=[O:28])[CH2:24]1.ON1C2C=CC=CC=2N=N1.Cl.C(N=C=NCCCN(C)C)C>C(Cl)Cl.CN(C)C1C=CN=CC=1>[CH2:1]([O:8][N:9]1[C:15](=[O:16])[N:14]2[CH2:17][C@H:10]1[CH2:11][CH2:12][C@H:13]2[C:18]([NH:21][O:22][C@@H:23]1[CH2:24][C:25](=[O:28])[NH:26][CH2:27]1)=[O:20])[C:2]1[CH:3]=[CH:4][CH:5]=[CH:6][CH:7]=1 |f:3.4|. Procedure details: To solution of (2S,5R)-6-(benzyloxy)-7-oxo-1,6-diazabicyclo[3.2.1]octane-2-carboxylic acid 1 (0.20 g, 0.72 mmol) in dry DCM (25 mL) were added (4R)-4-(aminooxy)pyrrolidin-2-one 128 (0.12 g, 0.86 mmol, J. Med. Chem. 1997, 40(15), 2363-2373), 1-hydroxybenzotriazole (0.14 g, 1.10 mmol), 1-ethyl-(3-dimethylaminopropyl)carbodiimide hydrochloride (0.20 g, 1.10 mmol) and 4-dimethylaminopyridine (0.13 g, 1.08 mmol) at room temperature. The reaction mixture was stirred at room temperature overnight, and ... Reactants: C1(=CC=CC=C1)S(=O)C1=CC=CC=C1 (diphenylsulfoxide), C1(=CC=CC=C1)OC1=CC=CC=C1 (diphenyl ether), FC(C(=O)OC(C(F)(F)F)=O)(F)F (trifluoroacetic anhydride), FC(S(=O)(=O)O)(F)F (trifluoromethanesulfonic acid). Solvent: ClCCl (dichloromethane). Reaction conditions: time 2 hour. The product is FC(S(=O)(=O)[O-])(F)F.C1(=CC=CC=C1)[S+](C1=CC=C(C=C1)OC1=CC=CC=C1)C1=CC=CC=C1 (diphenyl-4-phenoxyphenylsulfonium trifluoromethanesulfonate). Yield: 38.0%. RXN SMILES: [C:1]1([S:7]([C:9]2[CH:14]=[CH:13][CH:12]=[CH:11][CH:10]=2)=O)[CH:6]=[CH:5][CH:4]=[CH:3][CH:2]=1.[C:15]1([O:21][C:22]2[CH:27]=[CH:26][CH:25]=[CH:24][CH:23]=2)[CH:20]=[CH:19][CH:18]=[CH:17][CH:16]=1.FC(F)(F)C(OC(=O)C(F)(F)F)=O.[F:41][C:42]([F:48])([F:47])[S:43]([OH:46])(=[O:45])=[O:44]>ClCCl>[F:41][C:42]([F:48])([F:47])[S:43]([O-:46])(=[O:45])=[O:44].[C:9]1([S+:7]([C:1]2[CH:2]=[CH:3][CH:4]=[CH:5][CH:6]=2)[C:25]2[CH:24]=[CH:23][C:22]([O:21][C:15]3[CH:16]=[CH:17][CH:18]=[CH:19][CH:20]=3)=[CH:27][CH:26]=2)[CH:10]=[CH:11][CH:12]=[CH:13][CH:14]=1 |f:5.6|. Procedure details: In 100 ml of dichloromethane were dissolved 10.1 g (0.05 mol) of diphenylsulfoxide and 8.51 g (0.05 mol) of diphenyl ether, and 12.6 g (0.06 mol) of trifluoroacetic anhydride was added thereto at 0° C. Then 7.5 g (0.05 mol) of trifluoromethanesulfonic acid was added dropwise thereto at 0 to 5° C., followed by gradually warming to room temperature and reacting for 2 hours with stirring. After completion of the reaction, the reaction solution was washed with 100 ml of water five times and concentr... Starting materials: O=C([O-])[O-], Cc1nc(-n2ccc(O)cc2=O)sc1C(=O)NCc1ccccc1, CN(C)C=O, ClCc1nnc(-c2ccccc2)o1, [Cs+], [Cs+]. The product is Cc1nc(-n2ccc(OCc3nnc(-c4ccccc4)o3)cc2=O)sc1C(=O)NCc1ccccc1. RXN SMILES: [C:25](=[O:26])([O-:27])[O-:28].[CH2:1]([c:2]1[cH:3][cH:4][cH:5][cH:6][cH:7]1)[NH:8][C:9](=[O:10])[c:11]1[c:12]([CH3:24])[n:13][c:14](-[n:16]2[c:17](=[O:23])[cH:18][c:19]([OH:22])[cH:20][cH:21]2)[s:15]1.[CH3:44][N:45]([CH3:46])[CH:47]=[O:48].[Cl:31][CH2:32][c:33]1[o:34][c:35](-[c:38]2[cH:39][cH:40][cH:41][cH:42][cH:43]2)[n:36][n:37]1.[Cs+:29].[Cs+:30]>>[CH2:1]([c:2]1[cH:3][cH:4][cH:5][cH:6][cH:7]1)[NH:8][C:9](=[O:10])[c:11]1[c:12]([CH3:24])[n:13][c:14](-[n:16]2[c:17](=[O:23])[cH:18][c:19]([O:22][CH2:32][c:33]3[o:34][c:35](-[c:38]4[cH:39][cH:40][cH:41][cH:42][cH:43]4)[n:36][n:37]3)[cH:20][cH:21]2)[s:15]1.